This data is from the Open Reaction Database (ORD), a public repository of structured organic reaction records. The task is: describe an organic reaction: reactants, conditions, products, and yield Reactants: CC(C)(C)OC(=O)N(Cc1ccc2c(c1)OCCO2)C1CCNCC1, CC(=O)O[BH-](OC(C)=O)OC(C)=O, O=C([O-])O, CC(=O)O, ClC(Cl)Cl, O=CCn1c(=O)cnc2ccc(F)cc21, [Na+], [Na+]. The product is CC(C)(C)OC(=O)N(Cc1ccc2c(c1)OCCO2)C1CCN(CCn2c(=O)cnc3ccc(F)cc32)CC1. As a reaction SMILES: [C:16]([CH3:17])([CH3:18])([CH3:19])[O:20][C:21]([N:22]([CH:23]1[CH2:24][CH2:25][NH:26][CH2:27][CH2:28]1)[CH2:29][c:30]1[cH:31][c:32]2[c:33]([cH:38][cH:39]1)[O:34][CH2:35][CH2:36][O:37]2)=[O:40].[C:41]([O:42][BH-:43]([O:44][C:45](=[O:46])[CH3:47])[O:48][C:49](=[O:50])[CH3:51])(=[O:52])[CH3:53].[C:55](=[O:56])([O-:57])[OH:58].[CH3:60][C:61](=[O:62])[OH:63].[CH:64]([Cl:65])([Cl:66])[Cl:67].[F:1][c:2]1[cH:3][cH:4][c:5]2[n:6][cH:7][c:8](=[O:15])[n:9]([CH2:12][CH:13]=[O:14])[c:10]2[cH:11]1.[Na+:54].[Na+:59]>>[F:1][c:2]1[cH:3][cH:4][c:5]2[n:6][cH:7][c:8](=[O:15])[n:9]([CH2:12][CH2:13][N:26]3[CH2:25][CH2:24][CH:23]([N:22]([C:21]([O:20][C:16]([CH3:17])([CH3:18])[CH3:19])=[O:40])[CH2:29][c:30]4[cH:31][c:32]5[c:33]([cH:38][cH:39]4)[O:34][CH2:35][CH2:36][O:37]5)[CH2:28][CH2:27]3)[c:10]2[cH:11]1. Starting materials: COC(=O)C1=CC=C(C=CC2=NC=CC=C2)C=C1 (2-(4-Methoxycarbonylstyryl) pyridine), [OH-].[Na+] (sodium hydroxide). Run in C(C)(=O)O (acetic acid). Product: C(=O)(O)C1=CC=C(C=CC2=NC=CC=C2)C=C1 (2-(4-Carboxy styryl)pyridine). As a reaction SMILES: C[O:2][C:3]([C:5]1[CH:18]=[CH:17][C:8]([CH:9]=[CH:10][C:11]2[CH:16]=[CH:15][CH:14]=[CH:13][N:12]=2)=[CH:7][CH:6]=1)=[O:4].[OH-].[Na+]>C(O)(=O)C>[C:3]([C:5]1[CH:6]=[CH:7][C:8]([CH:9]=[CH:10][C:11]2[CH:16]=[CH:15][CH:14]=[CH:13][N:12]=2)=[CH:17][CH:18]=1)([OH:4])=[O:2] |f:1.2|. Reported procedure: 2-(4-Methoxycarbonylstyryl) pyridine (2.00g) and 20% w/v aqueous sodium hydroxide (100 ml) were stirred and refluxed for 2 hours. The reaction mixture was cooled, acidified with glacial acetic acid the solid filtered off, dried and recrystallised from ethanol. This gave 1.68 g (90%) 2 Carboxy styryl) pyridine MPT 228°C. Starting materials: ClC=1C=CC(=NC1)NC(=O)C1=C(C2=NC=CC=C2O1)NC(=O)[C@@H]1CC[C@H](CC1)N1C(CNCC1)=O (N-(5-Chloropyridin-2-yl)-3-({[trans-4-(2-oxopiperazin-1-yl)cyclohexyl]carbonyl}amino)furo[3,2-b]pyridine-2-carboxamide), C=O (formaldehyde). Product: ClC=1C=CC(=NC1)NC(=O)C1=C(C2=NC=CC=C2O1)NC(=O)[C@@H]1CC[C@H](CC1)N1C(CN(CC1)C)=O (N-(5-Chloropyridin-2-yl)-3-({[trans-4-(4-methyl-2-oxopiperazin-1-yl)cyclohexyl]carbonyl}amino)furo[3,2-b]pyridine-2-carboxamide). As a reaction SMILES: [Cl:1][C:2]1[CH:3]=[CH:4][C:5]([NH:8][C:9]([C:11]2[O:19][C:18]3[C:13](=[N:14][CH:15]=[CH:16][CH:17]=3)[C:12]=2[NH:20][C:21]([C@H:23]2[CH2:28][CH2:27][C@H:26]([N:29]3[CH2:34][CH2:33][NH:32][CH2:31][C:30]3=[O:35])[CH2:25][CH2:24]2)=[O:22])=[O:10])=[N:6][CH:7]=1.[CH2:36]=O>>[Cl:1][C:2]1[CH:3]=[CH:4][C:5]([NH:8][C:9]([C:11]2[O:19][C:18]3[C:13](=[N:14][CH:15]=[CH:16][CH:17]=3)[C:12]=2[NH:20][C:21]([C@H:23]2[CH2:28][CH2:27][C@H:26]([N:29]3[CH2:34][CH2:33][N:32]([CH3:36])[CH2:31][C:30]3=[O:35])[CH2:25][CH2:24]2)=[O:22])=[O:10])=[N:6][CH:7]=1. Reported procedure: N-(5-Chloropyridin-2-yl)-3-({[trans-4-(2-oxopiperazin-1-yl)cyclohexyl]carbonyl}amino)furo[3,2-b]pyridine-2-carboxamide (60 mg) obtained in Example 125 and 35% aqueous formaldehyde solution (19 μl) are treated in a similar manner to Example 120 to give the title compound (46 mg). Reactants: O1[C@@H](C1)COC1=CC=CC=2NC3=CC=CC=C3C12 (4-[(2S)-oxiranylmethoxy]-9H-carbazole), NCC1CCN(CC1)C(C)C (4-aminomethyl-1-isopropylpiperidine). The product is C1=CC=C(C=2C3=CC=CC=C3NC12)OC[C@H](CNCC1CCN(CC1)C(C)C)O ((2S)-1-(9H-Carbazol-4-yloxy)-3-[(1-isopropyl-piperidin-4-ylmethyl)-amino]-propan-2-ol). Isolated yield 34.1%. RXN SMILES: [O:1]1[CH2:3][C@H:2]1[CH2:4][O:5][C:6]1[C:18]2[C:17]3[C:12](=[CH:13][CH:14]=[CH:15][CH:16]=3)[NH:11][C:10]=2[CH:9]=[CH:8][CH:7]=1.[NH2:19][CH2:20][CH:21]1[CH2:26][CH2:25][N:24]([CH:27]([CH3:29])[CH3:28])[CH2:23][CH2:22]1>>[CH:9]1[C:10]2[NH:11][C:12]3[C:17](=[CH:16][CH:15]=[CH:14][CH:13]=3)[C:18]=2[C:6]([O:5][CH2:4][C@@H:2]([OH:1])[CH2:3][NH:19][CH2:20][CH:21]2[CH2:26][CH2:25][N:24]([CH:27]([CH3:29])[CH3:28])[CH2:23][CH2:22]2)=[CH:7][CH:8]=1. Procedure details: Prepared from 4-[(2S)-oxiranylmethoxy]-9H-carbazole (0.239 g, 1.0 mmol) and 4-aminomethyl-1-isopropylpiperidine (0.312 g, 2.0 mmol) of according to the procedure used for Example 2 to give 0.135 g of the title compound as a white solid. Product: C(C=C)(=O)OCCCC.C(C(=C)C)(=O)O (butyl acrylate methacrylic acid). Reported procedure: An aqueous monomer phase was formed containing 40 g acrylic acid, 36.2 g of 46% sodium hydroxide solution, 0.03 g methylenebisacrylamide and 73.8 g water. A continuous phase was formed of 500 g ethyl acetate and 20 g of a stabiliser of composition butyl acrylate/methacrylic acid (90/10 by weight), prepared in a similar manner to Example 1. Starting materials: C(C=C)(=O)O (acrylic acid), [OH-].[Na+] (sodium hydroxide), C(C=CC(=O)N)C=CC(=O)N (methylenebisacrylamide), O (water). Run in C(C)(=O)OCC (ethyl acetate). Reaction SMILES: [C:1]([OH:5])(=[O:4])[CH:2]=[CH2:3].[OH-].[Na+].[CH2:8]([CH:14]=CC(N)=O)[CH:9]=[CH:10]C(N)=O.O>C(OCC)(=O)C>[C:1]([O:5][CH2:14][CH2:8][CH2:9][CH3:10])(=[O:4])[CH:2]=[CH2:3].[C:1]([OH:5])(=[O:4])[C:2]([CH3:8])=[CH2:3] |f:1.2,6.7|. The reactants are FC1=CC=C(C=C1)C(Cl)C1=CC=C(C=C1)F (di-(4-fluorophenyl)-chloromethane), [K] (potassium), ON1N=CN=C1 (1-hydroxy-1,2,4-triazole). Reagents/catalysts: [I-].[K+] (potassium iodide). Solvent: CN(C=O)C (dimethylformamide). Reaction conditions: time 2 hour. Yields the product FC1=CC=C(C=C1)C(ON1N=CN=C1)C1=CC=C(C=C1)F (di-(4-fluorophenyl)-(1,2,4-triazol-1-yloxy)-methane). RXN SMILES: [F:1][C:2]1[CH:7]=[CH:6][C:5]([CH:8]([C:10]2[CH:15]=[CH:14][C:13]([F:16])=[CH:12][CH:11]=2)Cl)=[CH:4][CH:3]=1.[K].[OH:18][N:19]1[CH:23]=[N:22][CH:21]=[N:20]1>CN(C)C=O.[I-].[K+]>[F:1][C:2]1[CH:7]=[CH:6][C:5]([CH:8]([C:10]2[CH:15]=[CH:14][C:13]([F:16])=[CH:12][CH:11]=2)[O:18][N:19]2[CH:23]=[N:22][CH:21]=[N:20]2)=[CH:4][CH:3]=1 |f:4.5,^1:16|. Procedure: 100 mg of potassium iodide and 2.9 g of di-(4-fluorophenyl)-chloromethane were added to 1.5 g of the potassium salt of 1-hydroxy-1,2,4-triazole in 100 ml of dimethylformamide and the mixture was stirred for 2 hours at room temperature. The solvent was evaporated off under reduced pressure, after which the residue was taken up with 50 ml of methyl tert-butyl ether and the solution was extracted twice by shaking with water. The organic phase was evaporated down to give 3.3 g of a pale yellow oil, ... Starting materials: O(C1=CC=CC=C1)C1=CC=C(C=O)C=C1 (4-phenoxybenzaldehyde), C1=C(C=CC2=CC=CC=C12)C(C)=O (1-(naphthalen-2-yl)ethanone). The product is O(C1=CC=CC=C1)C1=CC=C(C=C1)C=CC(=O)C1=CC=CC=C1 (3-(4-Phenoxyphenyl)-1-phenylprop-2-en-1-one). As a reaction SMILES: [O:1]([C:8]1[CH:15]=[CH:14][C:11]([CH:12]=O)=[CH:10][CH:9]=1)[C:2]1[CH:7]=[CH:6][CH:5]=[CH:4][CH:3]=1.[CH:16]1[C:25]2[C:20](=CC=CC=2)[CH:19]=[CH:18][C:17]=1[C:26](=[O:28])[CH3:27]>>[O:1]([C:8]1[CH:15]=[CH:14][C:11]([CH:12]=[CH:27][C:26]([C:17]2[CH:18]=[CH:19][CH:20]=[CH:25][CH:16]=2)=[O:28])=[CH:10][CH:9]=1)[C:2]1[CH:7]=[CH:6][CH:5]=[CH:4][CH:3]=1. Procedure: Synthesised according to example 1.59.1 using 4-phenoxybenzaldehyde (3.0 g, 15.1 mmol) and 1-(naphthalen-2-yl)ethanone (2.58 g, 15.1 mmol); pale yellow solid; yield: 4.70 g (89%); Starting materials: S(C#N)C(C(C)=O)CCCl (3-thiocyanato-5-chloro-2-pentanone), P(O)(O)(O)=O (phosphoric acid). Run in O (water), O (water). Reaction conditions: temperature 20 celsius. The product is OC=1SC(=C(N1)C)CCCl (2-hydroxy-4-methyl-5-(2-chloroethyl)thiazole). The yield is 95.0%. RXN SMILES: [S:1]([CH:4]([CH2:8][CH2:9][Cl:10])[C:5](=O)[CH3:6])[C:2]#[N:3].P(=O)(O)(O)[OH:12]>O>[OH:12][C:2]1[S:1][C:4]([CH2:8][CH2:9][Cl:10])=[C:5]([CH3:6])[N:3]=1. Procedure: 355,3 g (2 moles) of distilled 3-thiocyanato-5-chloro-2-pentanone are added into 360 cm3 of 85% phosphoric acid under stirring. The temperature of the reaction mixture is increased to 95° C. in water bath within about 1 hour and then it is stirred for half and hour between 95° to 100° C. The brown solution is cooled to 20° C. and poured into 660 cm3 of water. The precipitated beige crystals are removed by suction after a stirring for half an hour, washed neutral with water and dried in vacuo at ... Procedure details: The compound was synthesized as in Example 3.1 using 6-bromobenzothiophene-2-carbaldehyde (50 mg, 0.21 mmol) in place of 5-bromo-2-formylfuran and potassium (3,3,3-trifluoro)propyltrifluoroborate (63 mg, 0.31 mmol) in place of hexylboronic acid to give 6-(3,3,3-trifluoropropyl)benzothiophene-2-carbaldehyde (43 mg, 80%). Used without further characterization. Reactants: BrC1=CC2=C(C=C(S2)C=O)C=C1 (6-bromobenzothiophene-2-carbaldehyde), FC(CC[B-](F)(F)F)(F)F.[K+] (potassium (3,3,3-trifluoro)propyltrifluoroborate). The product is FC(CCC1=CC2=C(C=C(S2)C=O)C=C1)(F)F (6-(3,3,3-trifluoropropyl)benzothiophene-2-carbaldehyde). Isolated yield 79.3%. RXN SMILES: Br[C:2]1[CH:12]=[CH:11][C:5]2[CH:6]=[C:7]([CH:9]=[O:10])[S:8][C:4]=2[CH:3]=1.[F:13][C:14]([F:22])([F:21])[CH2:15][CH2:16][B-](F)(F)F.[K+]>>[F:13][C:14]([F:22])([F:21])[CH2:15][CH2:16][C:2]1[CH:12]=[CH:11][C:5]2[CH:6]=[C:7]([CH:9]=[O:10])[S:8][C:4]=2[CH:3]=1 |f:1.2|. Reactants: ClC1=C(C2=C(CCN(CC2)C(C(F)(F)F)=O)C=C1)OS(=O)(=O)C(F)(F)F (7-chloro-3-(2,2,2-trifluoroacetyl)-6-trifluoromethanesulfonyloxy-2,3,4,5-tetrahydro-1H-benzo[d]azepine), C([O-])([O-])=O.[Cs+].[Cs+] (cesium carbonate), NCC1=CC2=C(C=CO2)C=C1 (6-aminomethyl-benzofuran), C=1C=CC(=CC1)P(C=2C=CC=CC2)C3=CC=C4C=CC=CC4=C3C5=C6C=CC=CC6=CC=C5P(C=7C=CC=CC7)C=8C=CC=CC8 (BINAP). Reagents/catalysts: C=1C=CC(=CC1)/C=C/C(=O)/C=C/C2=CC=CC=C2.C=1C=CC(=CC1)/C=C/C(=O)/C=C/C2=CC=CC=C2.C=1C=CC(=CC1)/C=C/C(=O)/C=C/C2=CC=CC=C2.[Pd].[Pd] (tris(dibenzylideneacetone)dipalladium). Yields the product O1C=CC2=C1C=C(C=C2)CNC2=C(C=CC=1CCN(CCC12)C(C(F)(F)F)=O)Cl (6-[(benzofuran-6-yl-methyl)-amino]-7-chloro-3-(2,2,2-trifluoroacetyl)-2,3,4,5-tetrahydro-1H-benzo[d]azepine). As a reaction SMILES: [Cl:1][C:2]1[CH:18]=[CH:17][C:5]2[CH2:6][CH2:7][N:8]([C:11](=[O:16])[C:12]([F:15])([F:14])[F:13])[CH2:9][CH2:10][C:4]=2[C:3]=1OS(C(F)(F)F)(=O)=O.[NH2:27][CH2:28][C:29]1[CH:37]=[CH:36][C:32]2[CH:33]=[CH:34][O:35][C:31]=2[CH:30]=1.C1C=CC(P(C2C(C3C(P(C4C=CC=CC=4)C4C=CC=CC=4)=CC=C4C=3C=CC=C4)=C3C(C=CC=C3)=CC=2)C2C=CC=CC=2)=CC=1.C(=O)([O-])[O-].[Cs+].[Cs+]>C1C=CC(/C=C/C(/C=C/C2C=CC=CC=2)=O)=CC=1.C1C=CC(/C=C/C(/C=C/C2C=CC=CC=2)=O)=CC=1.C1C=CC(/C=C/C(/C=C/C2C=CC=CC=2)=O)=CC=1.[Pd].[Pd]>[O:35]1[C:31]2[CH:30]=[C:29]([CH2:28][NH:27][C:3]3[C:4]4[CH2:10][CH2:9][N:8]([C:11](=[O:16])[C:12]([F:15])([F:14])[F:13])[CH2:7][CH2:6][C:5]=4[CH:17]=[CH:18][C:2]=3[Cl:1])[CH:37]=[CH:36][C:32]=2[CH:33]=[CH:34]1 |f:3.4.5,6.7.8.9.10|. Procedure: Use a method similar to the General Procedure 5-2, using 7-chloro-3-(2,2,2-trifluoroacetyl)-6-trifluoromethanesulfonyloxy-2,3,4,5-tetrahydro-1H-benzo[d]azepine (0.2 g, 0.35 mmol) and 6-aminomethyl-benzofuran (0.2 g, 1.06 mmol) with tris(dibenzylideneacetone)dipalladium (0) (32.0 mg, 0.04 mmol), BINAP (88.0 mg, 0.11 mmol) and cesium carbonate (0.2 g, 0.71 mmol) at 90° C. for 17 h, to obtain 6-[(benzofuran-6-yl-methyl)-amino]-7-chloro-3-(2,2,2-trifluoroacetyl)-2,3,4,5-tetrahydro-1H-benzo[d]azepine...